From a dataset of the Open Reaction Database (ORD), a public repository of structured organic reaction records. describe an organic reaction: reactants, conditions, products, and yield The reactants are C(=O)(OC(C)(C)C)C1=C(C(=O)ON2C(CCC2=O)=O)C=CC(=C1)NNC(=S)N (Succinimidyl BOC-4-thiosemicarbazidobenzoate), C(C)(=O)OCC (Ethyl acetate), acid, CN1CCOCC1 (N-methylmorpholine), C(ON1C(CCC1=O)=O)(OC(C(Cl)(Cl)Cl)Cl)=O (succinimidyl tetrachloroethyl carbonate). Run in CCOCC (ether), C(C)#N (acetonitrile), C(C)#N (acetonitrile). Reaction conditions: time 16 hour. Yields the product Cl.N(NC(=S)N)C1=CC=C(C(=O)ON2C(CCC2=O)=O)C=C1.C1(CCC(N1OC(C1=CC=C(C=C1)NNC(=S)N)=O)=O)=O (Succinimidyl 4-thiosemicarbazidobenzoate hemihydrochloride). Isolated yield 25.0%. As a reaction SMILES: C([C:8]1[CH:23]=[C:22]([NH:24][NH:25][C:26]([NH2:28])=[S:27])[CH:21]=[CH:20][C:9]=1[C:10]([O:12][N:13]1[C:17](=[O:18])[CH2:16][CH2:15][C:14]1=[O:19])=[O:11])(OC(C)(C)C)=O.CN1CCOCC1.C(=O)(OC(Cl)C(Cl)(Cl)[Cl:48])ON1C(=O)CCC1=O.C(OCC)(=O)C>C(#N)C.CCOCC>[ClH:48].[NH:24]([C:22]1[CH:23]=[CH:8][C:9]([C:10]([O:12][N:13]2[C:17](=[O:18])[CH2:16][CH2:15][C:14]2=[O:19])=[O:11])=[CH:20][CH:21]=1)[NH:25][C:26]([NH2:28])=[S:27].[C:14]1(=[O:19])[N:13]([O:12][C:10](=[O:11])[C:9]2[CH:20]=[CH:21][C:22]([NH:24][NH:25][C:26]([NH2:28])=[S:27])=[CH:23][CH:8]=2)[C:17](=[O:18])[CH2:16][CH2:15]1 |f:6.7.8|. Procedure: Synthesis of Succinimidyl BOC-4-thiosemicarbazidobenzoate [Hydrazinecarboxylic acid, 2-[[[4-[[(2,5-dioxo-1-pyrrolidinyl)oxyl]carbonyl]phenyl]amino]thioxomethyl]-1,1-dimethylethyl ester]—To a solution of acid (1 equivalent) and N-methylmorpholine (1.1 equivalents) in acetonitrile was added a solution of succinimidyl tetrachloroethyl carbonate (1 equivalent) in acetonitrile. The reaction mixture was stirred at room temperature for 16 hours. Ethyl acetate was added to the reaction mixture and the h...